From a dataset of the Open Reaction Database (ORD), a public repository of structured organic reaction records. describe an organic reaction: reactants, conditions, products, and yield Starting materials: CO, CCOC(=O)C(C)(C)Oc1ccc(F)cc1C, [Na+], C1CCOC1, [OH-], O. Yields the product Cc1cc(F)ccc1OC(C)(C)C(=O)O. Reaction SMILES: [CH3:25][OH:26].[F:1][c:2]1[cH:3][c:4]([CH3:17])[c:5]([O:6][C:7]([C:8](=[O:9])[O:10][CH2:11][CH3:12])([CH3:13])[CH3:14])[cH:15][cH:16]1.[Na+:19].[O:20]1[CH2:21][CH2:22][CH2:23][CH2:24]1.[OH-:18].[OH2:27]>>[F:1][c:2]1[cH:3][c:4]([CH3:17])[c:5]([O:6][C:7]([C:8](=[O:9])[OH:10])([CH3:13])[CH3:14])[cH:15][cH:16]1.